Dataset: the Open Reaction Database (ORD), a public repository of structured organic reaction records. Task: describe an organic reaction: reactants, conditions, products, and yield The reactants are oil, C(C)#N (acetonitrile), [H-].[Na+] (sodium hydride), C(C(C)(C)C)(=O)OC (methyl pivalate). The solvent is O1CCCC1 (tetrahydrofuran), O1CCCC1 (tetrahydrofuran). Product: C(C(C)(C)C)(=O)CC#N (pivalyl acetonitrile). As a reaction SMILES: [H-].[Na+].[C:3]([O:9]C)(=O)[C:4]([CH3:7])([CH3:6])[CH3:5].[C:11](#[N:13])[CH3:12]>O1CCCC1>[C:3]([CH2:12][C:11]#[N:13])(=[O:9])[C:4]([CH3:7])([CH3:6])[CH3:5] |f:0.1|. Reported procedure: In a 1 l. flask under an atmosphere of dry nitrogen there was placed 26.4 g. of a 50% oil dispersion of sodium hydride together with 240 ml. of dry tetrahydrofuran. While this mixture was refluxed there was added thereto dropwise over a period of about 1 hour a mixture of 40.6 g. of methyl pivalate and 22.6 g. of acetonitrile in 40 ml. of dry tetrahydrofuran. When addition was complete, the mixture was refluxed overnight. The reaction mixture was worked up by evaporating part of the tetrahydrofu... Reactants: CN1C(=O)C(N(C(=O)[O-])C(C)(C)C)CC=CC1c1ccccc1, ClCCl, ClCCl, O=C(O)C(F)(F)F, [Na+], O=C([O-])O. The product is CN1C(=O)C(N)CC=CC1c1ccccc1. RXN SMILES: [C:1]([N:5]([C:2](=[O:3])[O-:4])[CH:9]1[C:10](=[O:23])[N:11]([CH3:22])[CH:12]([c:16]2[cH:17][cH:18][cH:19][cH:20][cH:21]2)[CH:13]=[CH:14][CH2:15]1)([CH3:6])([CH3:7])[CH3:8].[Cl:31][CH2:32][Cl:33].[Cl:34][CH2:35][Cl:36].[F:24][C:25]([F:26])([F:27])[C:28]([OH:29])=[O:30].[Na+:41].[O-:37][C:38]([OH:39])=[O:40]>>[NH2:5][CH:9]1[C:10](=[O:23])[N:11]([CH3:22])[CH:12]([c:16]2[cH:17][cH:18][cH:19][cH:20][cH:21]2)[CH:13]=[CH:14][CH2:15]1. Starting materials: C(C)(C)(C)OC(=O)N1[C@@H](CC(C1)=NOC)C(=O)O ((2S,4EZ)-1-(tert-butoxycarbonyl)-4-(methoxyimino)-2-pyrrolidinecarboxylic acid), N(=C=O)CCCCC (1-isocyanatopentane), C(C)N1C2=CC=CC=C2C=2C=C(C=CC12)N (9-ethyl-9H-carbazol-3-amine). Yields the product C(C)N1C2=CC=CC=C2C=2C=C(C=CC12)NC(=O)[C@H]1N(CC(C1)=NOC)C(=O)NCCCCC ((2S,4EZ)-N2-(9-ethyl-9H-carbazol-3-yl)-4-(methoxyimino)-N1-pentyl-1,2-pyrrolidinedicarboxamide). Reaction SMILES: C(O[C:6]([N:8]1[CH2:12][C:11](=[N:13][O:14][CH3:15])[CH2:10][C@H:9]1[C:16]([OH:18])=O)=[O:7])(C)(C)C.[N:19]([CH2:22][CH2:23][CH2:24][CH2:25][CH3:26])=C=O.[CH2:27]([N:29]1[C:41]2[CH:40]=[CH:39][C:38]([NH2:42])=[CH:37][C:36]=2[C:35]2[C:30]1=[CH:31][CH:32]=[CH:33][CH:34]=2)[CH3:28]>>[CH2:27]([N:29]1[C:41]2[CH:40]=[CH:39][C:38]([NH:42][C:16]([C@@H:9]3[CH2:10][C:11](=[N:13][O:14][CH3:15])[CH2:12][N:8]3[C:6]([NH:19][CH2:22][CH2:23][CH2:24][CH2:25][CH3:26])=[O:7])=[O:18])=[CH:37][C:36]=2[C:35]2[C:30]1=[CH:31][CH:32]=[CH:33][CH:34]=2)[CH3:28]. Procedure: Following the general method as outlined in Example 22, starting from (2S,4EZ)-1-(tert-butoxycarbonyl)-4-(methoxyimino)-2-pyrrolidinecarboxylic acid, 1-isocyanatopentane, and 9-ethyl-9H-carbazol-3-amine the title compound was obtained in 81% purity by LC/MS. MS(ESI+): m/z=464.2. Starting materials: C(C)OC(CC(=O)C1=NC=CN=C1Cl)=O (3-(3-Chloro-pyrazin-2-yl)-3-oxo-propionic acid ethyl ester), C(C)OC(C(=CN(C)C)C(=O)C1=NC=CC=C1F)=O (3-dimethylamino-2-(3-fluoro-pyridine-2-carbonyl)-acrylic acid ethyl ester). Product: C(C)OC(C(=CN(C)C)C(=O)C1=NC=CN=C1Cl)=O (2-(3-Chloro-pyrazine-2-carbonyl)-3-dimethylamino-acrylic acid ethyl ester). RXN SMILES: [CH2:1]([O:3][C:4](=[O:15])[CH2:5][C:6]([C:8]1[C:13]([Cl:14])=[N:12][CH:11]=[CH:10][N:9]=1)=[O:7])[CH3:2].C(OC(=O)C(C(C1C(F)=CC=CN=1)=O)=[CH:21][N:22]([CH3:24])[CH3:23])C>>[CH2:1]([O:3][C:4](=[O:15])[C:5]([C:6]([C:8]1[C:13]([Cl:14])=[N:12][CH:11]=[CH:10][N:9]=1)=[O:7])=[CH:21][N:22]([CH3:24])[CH3:23])[CH3:2]. Procedure: 2-(3-Chloro-pyrazine-2-carbonyl)-3-dimethylamino-acrylic acid ethyl ester (13) (1.2 g, crude) was synthesized as a sticky liquid from 1 g of 3-(3-chloro-pyrazin-2-yl)-3-oxo-propionic acid ethyl ester (12) following the procedure described for 3-dimethylamino-2-(3-fluoro-pyridine-2-carbonyl)-acrylic acid ethyl ester (4). The reactants are Brc1ccc2c(c1)OCO2, O=C1CCC2(CC1)OCCO2, C1CCOC1. The product is OC1(c2ccc3c(c2)OCO3)CCC2(CC1)OCCO2. As a reaction SMILES: [Br:12][c:13]1[cH:14][c:15]2[c:16]([cH:17][cH:18]1)[O:19][CH2:20][O:21]2.[CH2:1]1[CH2:2][O:3][C:4]2([CH2:5][CH2:6][C:7](=[O:10])[CH2:8][CH2:9]2)[O:11]1.[CH2:22]1[O:23][CH2:24][CH2:25][CH2:26]1>>[CH2:1]1[CH2:2][O:3][C:4]2([CH2:5][CH2:6][C:7]([OH:10])([c:13]3[cH:14][c:15]4[c:16]([cH:17][cH:18]3)[O:19][CH2:20][O:21]4)[CH2:8][CH2:9]2)[O:11]1.